Dataset: the Open Reaction Database (ORD), a public repository of structured organic reaction records. Task: describe an organic reaction: reactants, conditions, products, and yield The reactants are [NH4+].[Cl-] (NH4Cl), [H-].[Na+] (NaH), S(=O)(=O)(OCC1CO1)C1=CC=C(C)C=C1 (glycidyl tosylate), OC=1C=2N(C=CC1)N=CC2 (4-hydroxypyrazolo[1,5-a]pyridine). Run in CCOCC (ether), O (water), CN(C)C=O (DMF), petroleum ether. Run at time 30 minute. The product is N1=CC=C2N1C=CC=C2OCC2CO2 (3-(pyrazolo[1,5-a]pyrid-4-yloxy)-1,2-epoxypropane). RXN SMILES: [H-].[Na+].[OH:3][C:4]1[C:5]2[N:6]([N:10]=[CH:11][CH:12]=2)[CH:7]=[CH:8][CH:9]=1.S(C1C=CC(C)=CC=1)(O[CH2:17][CH:18]1[O:20][CH2:19]1)(=O)=O.[NH4+].[Cl-]>CCOCC.O.CN(C=O)C>[N:10]1[N:6]2[CH:7]=[CH:8][CH:9]=[C:4]([O:3][CH2:17][CH:18]3[O:20][CH2:19]3)[C:5]2=[CH:12][CH:11]=1 |f:0.1,4.5|. Procedure details: NaH (containing 60% of oil, 270 mg, 4.5 mmole) was washed with anhydrous petroleum ether, and was admixed, under atmosphere of argon gas, with distilled DMF (15 ml) and 4-hydroxypyrazolo[1,5-a]pyridine (5) (402 mg, 3.0 mmole), followed by stirring for 30 min to give a light pink suspension. Subsequently, glycidyl tosylate (821 mg, 3.6 mmole) was added to the suspension, followed by stirring overnight under atmosphere of argon gas to obtain a red-yellow suspension. The reaction mixture was neutra... The reactants are solid, Cl.Cl.Cl.O1CCC=2C(=NC=CC21)N2CCN(CC2)CC[C@@H]2CC[C@H](CC2)N (trans-4-{2-[4-(2,3-dihydrofuro[3,2-c]pyridin-4-yl)-piperazin-1-yl]-ethyl}-cyclohexanamine trihydrochloride), Cl.Cl.Cl.O1CCC=2C(=NC=CC21)N2CCN(CC2)CC[C@@H]2CC[C@H](CC2)N (trans-4-{2-[4-(2,3-dihydrofuro[3,2-c]pyridin-4-yl)-piperazin-1-yl]-ethyl}-cyclohexanamine trihydrochloride), N1=CC(=CC=C1)C1=CC=C(C(=O)O)C=C1 (4-pyridin-3-yl-benzoic acid). The product is O1CCC=2C(=NC=CC21)N2CCN(CC2)CC[C@@H]2CC[C@H](CC2)NC(C2=CC=C(C=C2)C=2C=NC=CC2)=O (trans-N-(4-{2-[4-(2,3-Dihydro-furo[3,2-c]pyridin-4-yl)-piperazin-1-yl]-ethyl}-cyclohexyl)-4-pyridin-3-yl-benzamide). As a reaction SMILES: Cl.Cl.Cl.[O:4]1[C:12]2[CH:11]=[CH:10][N:9]=[C:8]([N:13]3[CH2:18][CH2:17][N:16]([CH2:19][CH2:20][C@H:21]4[CH2:26][CH2:25][C@H:24]([NH2:27])[CH2:23][CH2:22]4)[CH2:15][CH2:14]3)[C:7]=2[CH2:6][CH2:5]1.[N:28]1[CH:33]=[CH:32][CH:31]=[C:30]([C:34]2[CH:42]=[CH:41][C:37]([C:38](O)=[O:39])=[CH:36][CH:35]=2)[CH:29]=1>>[O:4]1[C:12]2[CH:11]=[CH:10][N:9]=[C:8]([N:13]3[CH2:18][CH2:17][N:16]([CH2:19][CH2:20][C@H:21]4[CH2:26][CH2:25][C@H:24]([NH:27][C:38](=[O:39])[C:37]5[CH:36]=[CH:35][C:34]([C:30]6[CH:29]=[N:28][CH:33]=[CH:32][CH:31]=6)=[CH:42][CH:41]=5)[CH2:23][CH2:22]4)[CH2:15][CH2:14]3)[C:7]=2[CH2:6][CH2:5]1 |f:0.1.2.3|. Procedure details: The title compound, white solid (110 mg, 86%), MS (ISP) m/z=512.5 [(M+H)+], mp 218° C., was prepared in accordance with the general method of example 32 from trans-4-{2-[4-(2,3-dihydrofuro[3,2-c]pyridin-4-yl)-piperazin-1-yl]-ethyl}-cyclohexanamine trihydrochloride (intermediate C) (110 mg, 0.25 mmol) and 4-pyridin-3-yl-benzoic acid.